This data is from the Open Reaction Database (ORD), a public repository of structured organic reaction records. The task is: describe an organic reaction: reactants, conditions, products, and yield The reactants are ClC1=CC=C(C=C1)C1=CC=C(C=C1)CC[C@@H]1[C@H]([C@@H]2[C@@H](OC(O2)(C)C)O1)CC(=O)OCC (ethyl {(3aR,5R,6R,6aR)-5-[2-(4′-chlorobiphenyl-4-yl)ethyl]-2,2-dimethyltetrahydrofuro[2,3-d][1,3]dioxol-6-yl}acetate), [H-].[Al+3].[Li+].[H-].[H-].[H-] (lithium aluminum hydride), [Cl-].[NH4+] (ammonium chloride). Reaction conditions: time 3 hour. The product is ClC1=CC=C(C=C1)C1=CC=C(C=C1)CC[C@@H]1[C@H]([C@@H]2[C@@H](OC(O2)(C)C)O1)CCO (2-{(3aR,5R,6R,6aR)-5-[2-(4′-chlorobiphenyl-4-yl)ethyl]-2,2-dimethyltetrahydrofuro[2,3-d][1,3]dioxol-6-yl}ethanol). As a reaction SMILES: [Cl:1][C:2]1[CH:7]=[CH:6][C:5]([C:8]2[CH:13]=[CH:12][C:11]([CH2:14][CH2:15][C@H:16]3[O:25][C@@H:19]4[O:20][C:21]([CH3:24])([CH3:23])[O:22][C@@H:18]4[C@@H:17]3[CH2:26][C:27](OCC)=[O:28])=[CH:10][CH:9]=2)=[CH:4][CH:3]=1.[H-].[Al+3].[Li+].[H-].[H-].[H-].[Cl-].[NH4+]>O1CCCC1>[Cl:1][C:2]1[CH:7]=[CH:6][C:5]([C:8]2[CH:9]=[CH:10][C:11]([CH2:14][CH2:15][C@H:16]3[O:25][C@@H:19]4[O:20][C:21]([CH3:24])([CH3:23])[O:22][C@@H:18]4[C@@H:17]3[CH2:26][CH2:27][OH:28])=[CH:12][CH:13]=2)=[CH:4][CH:3]=1 |f:1.2.3.4.5.6,7.8|. Procedure details: To a solution of the compound obtained from step h above (0.75 g) in tetrahydrofuran (15 mL), lithium aluminum hydride (0.096 g) was added at 0° C. The resulting mixture was stirred for 3 hours at same temperature, and a saturated solution of ammonium chloride was then added. The reaction mixture was then filtered through silica gel (100 to 200 mesh) and concentrated. Ethyl acetate and water were added to the resulting residue. The organic layer was separated, washed with water and brine, dried ... Run in O1CCCC1 (tetrahydrofuran). The reactants are C1(CCC(N1)=O)=O (succinimide), Cl (HCl), N,N-dimethylaminopyridine, C(CCCCCCCC)(=O)Cl (nonanoic acid chloride). Solvent: N1=CC=CC=C1 (pyridine). Run at time 1 hour. The product is C(CCCCCCCC)(=O)N1C(CCC1=O)=O (N-nonanoylsuccinimide). Yield: 65.4%. As a reaction SMILES: [C:1]1(=[O:7])[NH:5][C:4](=[O:6])[CH2:3][CH2:2]1.[C:8](Cl)(=[O:17])[CH2:9][CH2:10][CH2:11][CH2:12][CH2:13][CH2:14][CH2:15][CH3:16].Cl>N1C=CC=CC=1>[C:8]([N:5]1[C:4](=[O:6])[CH2:3][CH2:2][C:1]1=[O:7])(=[O:17])[CH2:9][CH2:10][CH2:11][CH2:12][CH2:13][CH2:14][CH2:15][CH3:16]. Procedure: 20 g succinimide were suspended in 100 ml pyridine, 0.5 g N,N-dimethylaminopyridine added, and 39.2 g nonanoic acid chloride added dropwise at ice-bath temperature. Subsequently the mixture was stirred for 1 h at room temperature and 500 ml of 2N HCl solution were added with cooling. The aqueous phase was extracted with ethyl acetate and the organic phase washed with 2N HCl solution and dried (Na2SO4). After removing the solvent, the residue was twice recrystallized from n-hexane. 31.6 g (65%) N...